From a dataset of the Open Reaction Database (ORD), a public repository of structured organic reaction records. describe an organic reaction: reactants, conditions, products, and yield Starting materials: BrCC=1C=C2C=CC(=CC2=CC1)C(=O)OC (methyl 6-bromomethyl-2-naphthoate), C(C)(=O)N1C=NC(=C1)C (1-acetyl-4-methylimidazole). The solvent is C(C)#N (acetonitrile). Yields the product CC1=CN=C(N1)CC=1C=C2C=CC(=CC2=CC1)C(=O)OC (methyl 6-(5-methyl-1-imidazolylmethyl)-2-naphthoate). The yield is 69.8%. Reaction SMILES: Br[CH2:2][C:3]1[CH:4]=[C:5]2[C:10](=[CH:11][CH:12]=1)[CH:9]=[C:8]([C:13]([O:15][CH3:16])=[O:14])[CH:7]=[CH:6]2.C([N:20]1[CH:24]=[C:23]([CH3:25])[N:22]=[CH:21]1)(=O)C>C(#N)C>[CH3:25][C:23]1[NH:22][C:21]([CH2:2][C:3]2[CH:4]=[C:5]3[C:10](=[CH:11][CH:12]=2)[CH:9]=[C:8]([C:13]([O:15][CH3:16])=[O:14])[CH:7]=[CH:6]3)=[N:20][CH:24]=1. Procedure details: 2 g (7.16 mmol) of methyl 6-bromomethyl-2-naphthoate and 1.07 g (8.6 mmol) of 1-acetyl-4-methylimidazole are heated under reflux in absolute acetonitrile (8 hours). After the reaction solution has been evaporated, the residue is taken up in 2N HCl, and the solution is extracted with ethyl acetate. The ethyl acetate phases are discarded. After the aqueous phase has been neutralized with sodium carbonate, it is extracted with ethyl acetate, and the ethyl acetate phase is dried and evaporated in va...